describe an organic reaction: reactants, conditions, products, and yield From a dataset of the Open Reaction Database (ORD), a public repository of structured organic reaction records. Reactants: CCCCCCCCCCCCCCCCNc1ccc(C(=O)OCC2CO2)cc1, COCCOC, O, O=S(=O)(O)O. Yields the product CCCCCCCCCCCCCCCCNc1ccc(C(=O)OCC(O)CO)cc1. As a reaction SMILES: [CH2:1]([CH2:2][CH2:3][CH2:4][CH2:5][CH2:6][CH2:7][CH2:8][CH2:9][CH2:10][CH2:11][CH2:12][CH2:13][CH2:14][CH2:15][CH3:16])[NH:17][c:18]1[cH:19][cH:20][c:21]([C:22](=[O:23])[O:24][CH2:25][CH:26]2[CH2:27][O:28]2)[cH:29][cH:30]1.[CH3:36][O:37][CH2:38][CH2:39][O:40][CH3:41].[OH2:42].[S:31]([OH:32])(=[O:33])(=[O:34])[OH:35]>>[CH2:1]([CH2:2][CH2:3][CH2:4][CH2:5][CH2:6][CH2:7][CH2:8][CH2:9][CH2:10][CH2:11][CH2:12][CH2:13][CH2:14][CH2:15][CH3:16])[NH:17][c:18]1[cH:19][cH:20][c:21]([C:22](=[O:23])[O:24][CH2:25][CH:26]([CH2:27][OH:32])[OH:28])[cH:29][cH:30]1.